From a dataset of the Open Reaction Database (ORD), a public repository of structured organic reaction records. describe an organic reaction: reactants, conditions, products, and yield The reactants are [BH4-], CO, Cc1ccc2c(c1)C(=O)CC2c1ccc(F)cc1, [Na+]. The product is Cc1ccc2c(c1)C(O)CC2c1ccc(F)cc1. RXN SMILES: [BH4-:19].[CH3:21][OH:22].[F:1][c:2]1[cH:3][cH:4][c:5]([CH:8]2[CH2:9][C:10](=[O:18])[c:11]3[cH:12][c:13]([CH3:17])[cH:14][cH:15][c:16]32)[cH:6][cH:7]1.[Na+:20]>>[F:1][c:2]1[cH:3][cH:4][c:5]([CH:8]2[CH2:9][CH:10]([OH:18])[c:11]3[cH:12][c:13]([CH3:17])[cH:14][cH:15][c:16]32)[cH:6][cH:7]1. The reactants are C(C)(=O)O (acetic acid), C(C)(C)(C)OC(NCC=1N(C(C2=CC=C(C=C2C1C1=CC=CC=C1)C(=O)NN)=O)CC(C)C)=O (tert-butyl[6-(hydrazinocarbonyl)-2-isobutyl-1-oxo-4-phenyl-1,2-dihydro-3-isoquinolinyl]methylcarbamate), C(C)(OC)(OC)OC (trimethyl orthoacetate), C1CCC2=NCCCN2CC1 (1,8-diazabicyclo[5.4.0]-7-undecene). The solvent is C(CCC)O (1-butanol). Product: C(C)(C)(C)OC(NCC=1N(C(C2=CC=C(C=C2C1C1=CC=CC=C1)C=1OC(=NN1)C)=O)CC(C)C)=O (tert-butyl[2-isobutyl-6-(5-methyl-1,3,4-oxadiazol-2-yl)-1-oxo-4-phenyl-1,2-dihydro-3-isoquinolinyl]methylcarbamate). Yield: 90.1%. RXN SMILES: [C:1]([O:5][C:6](=[O:34])[NH:7][CH2:8][C:9]1[N:10]([CH2:30][CH:31]([CH3:33])[CH3:32])[C:11](=[O:29])[C:12]2[C:17]([C:18]=1[C:19]1[CH:24]=[CH:23][CH:22]=[CH:21][CH:20]=1)=[CH:16][C:15]([C:25]([NH:27][NH2:28])=[O:26])=[CH:14][CH:13]=2)([CH3:4])([CH3:3])[CH3:2].[C:35](OC)(OC)(OC)[CH3:36].C1CCN2C(=NCCC2)CC1.C(O)(=O)C>C(O)CCC>[C:1]([O:5][C:6](=[O:34])[NH:7][CH2:8][C:9]1[N:10]([CH2:30][CH:31]([CH3:32])[CH3:33])[C:11](=[O:29])[C:12]2[C:17]([C:18]=1[C:19]1[CH:20]=[CH:21][CH:22]=[CH:23][CH:24]=1)=[CH:16][C:15]([C:25]1[O:26][C:35]([CH3:36])=[N:28][N:27]=1)=[CH:14][CH:13]=2)([CH3:4])([CH3:3])[CH3:2]. Procedure details: A mixture of tert-butyl[6-(hydrazinocarbonyl)-2-isobutyl-1-oxo-4-phenyl-1,2-dihydro-3-isoquinolinyl]methylcarbamate (0.23 g, 0.50 mmol) and trimethyl orthoacetate (2.0 mL, 11 mmol) in 1-butanol (10 mL) was refluxed for 20 min. To the reaction mixture was added 1,8-diazabicyclo[5.4.0]-7-undecene (0.075 mL, 0.50 mmol), and then the mixture was refluxed for 1 h. The resulting reaction mixture was neutralized with acetic acid (0.040 mL, 0.70 mmol) and concentrated under reduced pressure. The residue... The reactants are [H-].[Na+] (NaH), FC1=C(N)C(=CC=C1)F (2,6-difluoroaniline), BrC=1C=2N(N=C(C1)Cl)C=CN2 (8-bromo-6-chloroimidazo[1,2-b]pyridazine), C1CCOC1 (THF). The solvent is CN(C)C=O (DMF). Reaction conditions: temperature 50 celsius. The product is ClC=1C=C(C=2N(N1)C=CN2)NC2=C(C=CC=C2F)F (6-chloro-N-(2,6-difluorophenyl)imidazo[1,2-b]pyridazin-8-amine). RXN SMILES: [H-].[Na+].[F:3][C:4]1[CH:10]=[CH:9][CH:8]=[C:7]([F:11])[C:5]=1[NH2:6].C1COCC1.Br[C:18]1[C:19]2[N:20]([CH:25]=[CH:26][N:27]=2)[N:21]=[C:22]([Cl:24])[CH:23]=1>CN(C=O)C>[Cl:24][C:22]1[CH:23]=[C:18]([NH:6][C:5]2[C:4]([F:3])=[CH:10][CH:9]=[CH:8][C:7]=2[F:11])[C:19]2[N:20]([CH:25]=[CH:26][N:27]=2)[N:21]=1 |f:0.1|. Procedure: To 60% NaH (22.5 mg, 0.563 mmol) in DMF (400 μl) was added 2,6-difluoroaniline (24 mg, 0.186 mmol). After stirring at RT for 5 minutes THF (1000 μl) was added followed by 8-bromo-6-chloroimidazo[1,2-b]pyridazine (50 mg, 0.186 mmol, prepared as described in Example 1, step (1b). The reaction was heated at 50° C. for 3 hours. The reaction was quenched with a few drops of water and methanol. The solution was then concentrated in vacuo to give crude 6-chloro-N-(2,6-difluorophenyl)imidazo[1,2-b]pyrid... Reactants: C(C=C)(=O)OCCOC1=CC=CC=C1 (phenoxyethyl acrylate), C(C(=C)C)(=O)OC (methyl methacrylate), C(C=C)(=O)O (acrylic acid), N(=NC(C(=O)OC)(C)C)C(C(=O)OC)(C)C (V-601), N(=NC(C(=O)OC)(C)C)C(C(=O)OC)(C)C (V-601), N(=NC(C(=O)OC)(C)C)C(C(=O)OC)(C)C (V-601). Run in C(C)C(=O)C (methyl ethyl ketone), C(C)C(=O)C (methyl ethyl ketone), C(C)C(=O)C (methyl ethyl ketone), C(C)(C)O (isopropanol). Run at temperature 75 celsius, time 2 hour. Product: C(C=C)(=O)OCCOC1=CC=CC=C1.C(C(=C)C)(=O)OC.C(C=C)(=O)O (phenoxyethyl acrylate methyl methacrylate acrylic acid). Reaction SMILES: [C:1]([O:5][CH2:6][CH2:7][O:8][C:9]1[CH:14]=[CH:13][CH:12]=[CH:11][CH:10]=1)(=[O:4])[CH:2]=[CH2:3].[C:15]([O:20][CH3:21])(=[O:19])[C:16]([CH3:18])=[CH2:17].[C:22]([OH:26])(=[O:25])[CH:23]=[CH2:24].N(C(C)(C)C(OC)=O)=NC(C)(C)C(OC)=O>C(C(C)=O)C.C(O)(C)C>[C:1]([O:5][CH2:6][CH2:7][O:8][C:9]1[CH:10]=[CH:11][CH:12]=[CH:13][CH:14]=1)(=[O:4])[CH:2]=[CH2:3].[C:15]([O:20][CH3:21])(=[O:19])[C:16]([CH3:18])=[CH2:17].[C:22]([OH:26])(=[O:25])[CH:23]=[CH2:24] |f:6.7.8|. Procedure details: 360.0 g of methyl ethyl ketone was placed in a 2 L three-necked flask equipped with a stirrer, a thermometer, a reflux condenser, and a nitrogen gas introduction tube, and was heated to 75° C. Thereafter, while the temperature inside the flask was maintained at 75° C., a mixture solution of 180.0 g of phenoxyethyl acrylate, 162.0 g of methyl methacrylate, 18.0 g of acrylic acid, 72 g of methyl ethyl ketone, and 1.44 g of V-601 (trade name, manufactured by Wako Pure Chemical Industries Ltd.) was ...